From a dataset of the Open Reaction Database (ORD), a public repository of structured organic reaction records. describe an organic reaction: reactants, conditions, products, and yield Starting materials: Intermediate 49, CO[C@H]1CNCC1 ((3R)-3-methoxypyrrolidine), CO[C@H]1CNCC1 ((3R)-3-methoxypyrrolidine), O.C1(=CC=C(C=C1)S(=O)(=O)O)C (p-toluenesulfonic acid monohydrate), CO[C@H]1CN(CC1)C(=O)OC(C)(C)C (tert-butyl (3R)-3-methoxypyrrolidine-1-carboxylate). The solvent is C(C)O (ethanol). Product: CC1=CC=C(C=C1)S(=O)(=O)O.CO[C@H]1CNCC1 ((3R)-3-Methoxypyrrolidine 4-methylbenzenesulfonate). RXN SMILES: O.[C:2]1([CH3:12])[CH:7]=[CH:6][C:5]([S:8]([OH:11])(=[O:10])=[O:9])=[CH:4][CH:3]=1.[CH3:13][O:14][C@@H:15]1[CH2:19][CH2:18][N:17](C(OC(C)(C)C)=O)[CH2:16]1.CO[C@@H]1CCNC1>C(O)C>[CH3:12][C:2]1[CH:3]=[CH:4][C:5]([S:8]([OH:11])(=[O:10])=[O:9])=[CH:6][CH:7]=1.[CH3:13][O:14][C@@H:15]1[CH2:19][CH2:18][NH:17][CH2:16]1 |f:0.1,5.6|. Reported procedure: Prepare using the method of Intermediate 49 with p-toluenesulfonic acid monohydrate (0.207 g, 1.09 mmol), crude tert-butyl (3R)-3-methoxypyrrolidine-1-carboxylate and (3R)-3-methoxypyrrolidine (See Intermediate 58) (0.42 g, 1.09 mmol) and ethanol (2 mL) to give the title compound as a red solid (0.42 g): MS (m/e): 102(M+1). Starting materials: N1C(=NCC1)N (4,5-dihydro-1H-imidazol-2-ylamine), N1C=NC=C1 (imidazole), [I-].[Li+] (lithium iodide), C(C1=CC=CC=C1)OC(=O)N[C@H](C(=O)OC(C)(C)C)CC1=CC=C(C=C1)OCCCC(=O)OCC (tert-butyl (2S)-2-benzyloxycarbonylamino-3-(4-(3-ethoxycarbonylpropyloxy)phenyl)propionate), N1C(=NCC1)N (4,5-dihydro-1H-imidazol-2-ylamine). Run in CN(C=O)C (dimethylformamide). Conditions: temperature 40 celsius, time 4 hour. Yields the product C(C1=CC=CC=C1)OC(=O)N[C@H](C(=O)OC(C)(C)C)CC1=CC=C(C=C1)OCCCC(NC=1NCCN1)=O (tert-Butyl (2S)-2-Benzyloxycarbonylamino-3(4-(3-(4,5-dihydro-1H-imidazol-2-ylcarbamoyl)propyloxy)phenyl)propionate). Isolated yield 23.9%. Reaction SMILES: [NH:1]1[CH2:5][CH2:4][N:3]=[C:2]1[NH2:6].N1C=CN=C1.[I-].[Li+].[CH2:14]([O:21][C:22]([NH:24][C@@H:25]([CH2:33][C:34]1[CH:39]=[CH:38][C:37]([O:40][CH2:41][CH2:42][CH2:43][C:44](OCC)=[O:45])=[CH:36][CH:35]=1)[C:26]([O:28][C:29]([CH3:32])([CH3:31])[CH3:30])=[O:27])=[O:23])[C:15]1[CH:20]=[CH:19][CH:18]=[CH:17][CH:16]=1>CN(C)C=O>[CH2:14]([O:21][C:22]([NH:24][C@@H:25]([CH2:33][C:34]1[CH:39]=[CH:38][C:37]([O:40][CH2:41][CH2:42][CH2:43][C:44](=[O:45])[NH:6][C:2]2[NH:3][CH2:4][CH2:5][N:1]=2)=[CH:36][CH:35]=1)[C:26]([O:28][C:29]([CH3:31])([CH3:30])[CH3:32])=[O:27])=[O:23])[C:15]1[CH:16]=[CH:17][CH:18]=[CH:19][CH:20]=1 |f:2.3|. Reported procedure: 340 mg of 4,5-dihydro-1H-imidazol-2-ylamine, 13.6 mg of imidazole and 26.8 mg of lithium iodide were added to a solution of 970 mg of tert-butyl (2S)-2-benzyloxycarbonylamino-3-(4-(3-ethoxycarbonylpropyloxy)phenyl)propionate (Example 1a) in 5 ml of absolute dimethylformamide. The solution was stirred at 40° C. for 4 hours, an additional 170 mg of 4,5-dihydro-1H-imidazol-2-ylamine were added and the solution stirred at 55° C. for further 3 hours. After removal of the solvent in vacuo, the residue... Reactants: NC(=O)Cc1cscc1Nc1c(Cl)cccc1Cl, O, O=S(=O)(O)O. Product: O=C(O)Cc1cscc1Nc1c(Cl)cccc1Cl. As a reaction SMILES: [Cl:1][c:2]1[c:3]([NH:4][c:5]2[c:6]([CH2:10][C:11](=[O:12])[NH2:13])[cH:7][s:8][cH:9]2)[c:14]([Cl:18])[cH:15][cH:16][cH:17]1.[OH2:19].[S:20](=[O:21])(=[O:22])([OH:23])[OH:24]>>[Cl:1][c:2]1[c:3]([NH:4][c:5]2[c:6]([CH2:10][C:11](=[O:12])[OH:19])[cH:7][s:8][cH:9]2)[c:14]([Cl:18])[cH:15][cH:16][cH:17]1. The reactants are CCCC[N+](CCCC)(CCCC)CCCC, ClC(Cl)Cl, ClCc1cccc2nnsc12, [I-], N#C[Na], O. The product is N#CCc1cccc2nnsc12. Reaction SMILES: [CH2:20]([N+:21]([CH2:22][CH2:23][CH2:24][CH3:25])([CH2:26][CH2:27][CH2:28][CH3:29])[CH2:30][CH2:31][CH2:32][CH3:33])[CH2:34][CH2:35][CH3:36].[CH:15]([Cl:16])([Cl:17])[Cl:18].[Cl:1][CH2:2][c:3]1[cH:4][cH:5][cH:6][c:7]2[n:8][n:9][s:10][c:11]12.[I-:19].[Na:12][C:13]#[N:14].[OH2:37]>>[CH2:2]([c:3]1[cH:4][cH:5][cH:6][c:7]2[n:8][n:9][s:10][c:11]12)[C:13]#[N:14].